This data is from the Open Reaction Database (ORD), a public repository of structured organic reaction records. The task is: describe an organic reaction: reactants, conditions, products, and yield The reactants are ClC=1C(=C(C=CC1)C(CC)=O)O (3′-Chloro-2′-hydroxypropiophenone), C([O-])([O-])=O.[K+].[K+] (potassium carbonate), S(=O)(=O)(OC)OC (dimethyl sulphate). Run in CC(=O)C (acetone). The product is ClC=1C(=C(C=CC1)C(CC)=O)OC (3′-Chloro-2′-methoxypropiophenone). Isolated yield 98.0%. As a reaction SMILES: [Cl:1][C:2]1[C:3]([OH:12])=[C:4]([C:8](=[O:11])[CH2:9][CH3:10])[CH:5]=[CH:6][CH:7]=1.[C:13](=O)([O-])[O-].[K+].[K+].S(OC)(OC)(=O)=O>CC(C)=O>[Cl:1][C:2]1[C:3]([O:12][CH3:13])=[C:4]([C:8](=[O:11])[CH2:9][CH3:10])[CH:5]=[CH:6][CH:7]=1 |f:1.2.3|. Procedure details: 3′-Chloro-2′-hydroxypropiophenone (10 g, 54.3 mmol) and potassium carbonate (17.5 g) in 70 ml of acetone are admixed with 7 ml of dimethyl sulphate. The reaction mixture is boiled at reflux for three hours. After it has cooled to room temperature, the batch is subjected to suction filtration through Celite and the filter cake is washed with diethyl ether. After the solvent has been removed on a rotary evaporator, the yellow oil which remains is diluted with 200 ml of diethyl ether and the organi... The reactants are COc1ccc(-c2nc3ccc(C=O)cc3o2)cc1, CCOP(=O)(Cc1ccc2nc(-c3ccc(OC)cc3)oc2c1)OCC, CO, CN(C)C=O. The product is COc1ccc(-c2nc3ccc(C=Cc4ccc5nc(-c6ccc(OC)cc6)oc5c4)cc3o2)cc1. RXN SMILES: [CH3:1][O:2][c:3]1[cH:4][cH:5][c:6](-[c:9]2[o:10][c:11]3[c:12]([n:13]2)[cH:14][cH:15][c:16]([CH:18]=[O:19])[cH:17]3)[cH:7][cH:8]1.[CH3:20][O:21][c:22]1[cH:23][cH:24][c:25](-[c:28]2[o:29][c:30]3[c:31]([n:32]2)[cH:33][cH:34][c:35]([CH2:37][P:38]([O:39][CH2:40][CH3:41])([O:42][CH2:43][CH3:44])=[O:45])[cH:36]3)[cH:26][cH:27]1.[CH3:46][OH:47].[O:48]=[CH:49][N:50]([CH3:51])[CH3:52]>>[CH3:1][O:2][c:3]1[cH:4][cH:5][c:6](-[c:9]2[o:10][c:11]3[c:12]([n:13]2)[cH:14][cH:15][c:16]([CH:18]=[CH:37][c:35]2[cH:34][cH:33][c:31]4[c:30]([o:29][c:28](-[c:25]5[cH:24][cH:23][c:22]([O:21][CH3:20])[cH:27][cH:26]5)[n:32]4)[cH:36]2)[cH:17]3)[cH:7][cH:8]1. Reactants: COCC(C)Oc1cc(Oc2ccc3c(c2)OCCN(C)S3(=O)=O)cc(C(=O)Nc2ccn(C(=O)OC(C)(C)C)n2)c1, ClCCl, O=C(O)C(F)(F)F. Product: COCC(C)Oc1cc(Oc2ccc3c(c2)OCCN(C)S3(=O)=O)cc(C(=O)Nc2cc[nH]n2)c1. As a reaction SMILES: [CH3:8][N:9]1[S:10](=[O:48])(=[O:49])[c:11]2[c:12]([cH:16][c:17]([O:20][c:21]3[cH:22][c:23]([C:33](=[O:34])[NH:35][c:36]4[n:37][n:38]([C:41]([O:42][C:43]([CH3:44])([CH3:45])[CH3:46])=[O:47])[cH:39][cH:40]4)[cH:24][c:25]([O:27][CH:28]([CH2:29][O:30][CH3:31])[CH3:32])[cH:26]3)[cH:18][cH:19]2)[O:13][CH2:14][CH2:15]1.[Cl:50][CH2:51][Cl:52].[OH:1][C:2]([C:3]([F:4])([F:5])[F:6])=[O:7]>>[CH3:8][N:9]1[S:10](=[O:48])(=[O:49])[c:11]2[c:12]([cH:16][c:17]([O:20][c:21]3[cH:22][c:23]([C:33](=[O:34])[NH:35][c:36]4[n:37][nH:38][cH:39][cH:40]4)[cH:24][c:25]([O:27][CH:28]([CH2:29][O:30][CH3:31])[CH3:32])[cH:26]3)[cH:18][cH:19]2)[O:13][CH2:14][CH2:15]1. Starting materials: NCc1ccccc1, N#Cc1c(N)nc2ccc([N+](=O)[O-])cc2c1Cl, O. Product: N#Cc1c(N)nc2ccc([N+](=O)[O-])cc2c1NCc1ccccc1. RXN SMILES: [NH2:18][CH2:19][c:20]1[cH:21][cH:22][cH:23][cH:24][cH:25]1.[NH2:1][c:2]1[n:3][c:4]2[cH:5][cH:6][c:7]([N+:15](=[O:16])[O-:17])[cH:8][c:9]2[c:10]([Cl:14])[c:11]1[C:12]#[N:13].[OH2:26]>>[NH2:1][c:2]1[n:3][c:4]2[cH:5][cH:6][c:7]([N+:15](=[O:16])[O-:17])[cH:8][c:9]2[c:10]([NH:18][CH2:19][c:20]2[cH:21][cH:22][cH:23][cH:24][cH:25]2)[c:11]1[C:12]#[N:13]. Reactants: [OH-].[Na+] (sodium hydroxide), BrCCOCCBr (1-bromo-2-(2-bromoethoxy)ethane), BrC1=CC(=CC=2N(C(=NC21)CF)CC2=C(C(=CC=C2)Cl)C)N (4-bromo-1-(3-chloro-2-methylbenzyl)-2-(fluoromethyl)-1H-benzo[d]imidazol-6-amine). Reagents/catalysts: [I-].C(CCC)[N+](CCCC)(CCCC)CCCC (tetrabutylammonium iodide). Reaction conditions: temperature 110 celsius. Product: BrC1=CC(=CC=2N(C(=NC21)CF)CC2=C(C(=CC=C2)Cl)C)N2CCOCC2 (4-(4-bromo-1-(3-chloro-2-methylbenzyl)-2-(fluoromethyl)-1H-benzo[d]imidazol-6-yl)morpholine). Isolated yield 26.4%. Reaction SMILES: [Br:1][C:2]1[C:10]2[N:9]=[C:8]([CH2:11][F:12])[N:7]([CH2:13][C:14]3[CH:19]=[CH:18][CH:17]=[C:16]([Cl:20])[C:15]=3[CH3:21])[C:6]=2[CH:5]=[C:4]([NH2:22])[CH:3]=1.[OH-].[Na+].Br[CH2:26][CH2:27][O:28][CH2:29][CH2:30]Br>[I-].C([N+](CCCC)(CCCC)CCCC)CCC>[Br:1][C:2]1[C:10]2[N:9]=[C:8]([CH2:11][F:12])[N:7]([CH2:13][C:14]3[CH:19]=[CH:18][CH:17]=[C:16]([Cl:20])[C:15]=3[CH3:21])[C:6]=2[CH:5]=[C:4]([N:22]2[CH2:30][CH2:29][O:28][CH2:27][CH2:26]2)[CH:3]=1 |f:1.2,4.5|. Procedure: Into a 100 ml round bottomed flask with 4-bromo-1-(3-chloro-2-methylbenzyl)-2-(fluoromethyl)-1H-benzo[d]imidazol-6-amine (2.49 g, 6.51 mmol), tetrabutylammonium iodide (0.120 g, 0.325 mmol) was added 6N sodium hydroxide (16.27 ml, 98 mmol) and 1-bromo-2-(2-bromoethoxy)ethane (1.623 ml, 13.01 mmol), Reaction was heated to 110° C. for 2 h then cooled to room temperature and the mixture was extracted with EtOAc, washed with Brine and concentrated. The residue was purified by reversed phase eluted w...